Dataset: the Open Reaction Database (ORD), a public repository of structured organic reaction records. Task: describe an organic reaction: reactants, conditions, products, and yield Starting materials: ClC1=CC(=NC=C1C(=O)O)Cl (4.6-dichloronicotinic acid), [Li+].C[Si](C)(C)[N-][Si](C)(C)C (LiHMDS), solution, BrC1=CC(=C(C=C1)N)Cl (4-bromo-2-chlorophenylamine). Run in hexanes, C1CCOC1 (THF). Conditions: time 1 hour. The product is Cl.BrC1=CC(=C(C=C1)NC1=CC(=NC=C1C(=O)O)Cl)Cl (4-(4-bromo-2-chlorophenylamino)-6-chloronicotinic acid hydrochloride salt). Reaction SMILES: [Li+].C[Si]([N-][Si](C)(C)C)(C)C.[Br:11][C:12]1[CH:17]=[CH:16][C:15]([NH2:18])=[C:14]([Cl:19])[CH:13]=1.Cl[C:21]1[C:26]([C:27]([OH:29])=[O:28])=[CH:25][N:24]=[C:23]([Cl:30])[CH:22]=1>C1COCC1>[ClH:19].[Br:11][C:12]1[CH:17]=[CH:16][C:15]([NH:18][C:21]2[C:26]([C:27]([OH:29])=[O:28])=[CH:25][N:24]=[C:23]([Cl:30])[CH:22]=2)=[C:14]([Cl:19])[CH:13]=1 |f:0.1,5.6|. Procedure details: LiHMDS (261 mL of a 1 M solution in hexanes) was added dropwise over 30 minutes to a solution of 4-bromo-2-chlorophenylamine (35.0 g, 172 mmol) in THF (80 mL) at −78° C. After 1 hour, 4,6-dichloronicotinic acid (23) (15.7 g, 81.7 mmol) was added dropwise over 30 minutes. The reaction mixture was slowly warmed to room temperature and stirred 16 hours. The reaction mixture was quenched with water, diluted with EtOAc and acidified with 1 M HCl. The resulting precipitate was isolated by filtration a... Starting materials: C#CC1(OC(=O)Oc2ccccc2)CCN(CCC=C(c2ccc(F)cc2)c2ccc(F)cc2)CC1, NCc1ccccc1, c1ccccc1. Yields the product C#CC1(OC(=O)NCc2ccccc2)CCN(CCC=C(c2ccc(F)cc2)c2ccc(F)cc2)CC1. Reaction SMILES: [F:1][c:2]1[cH:3][cH:4][c:5]([C:8](=[CH:9][CH2:10][CH2:11][N:12]2[CH2:13][CH2:14][C:15]([O:18][C:19]([O:21][c:20]3[cH:22][cH:23][cH:24][cH:25][cH:26]3)=[O:27])([C:28]#[CH:29])[CH2:16][CH2:17]2)[c:30]2[cH:31][cH:32][c:33]([F:36])[cH:34][cH:35]2)[cH:6][cH:7]1.[NH2:37][CH2:38][c:39]1[cH:40][cH:41][cH:42][cH:43][cH:44]1.[cH:45]1[cH:46][cH:47][cH:48][cH:49][cH:50]1>>[F:1][c:2]1[cH:3][cH:4][c:5]([C:8](=[CH:9][CH2:10][CH2:11][N:12]2[CH2:13][CH2:14][C:15]([O:18][C:19](=[O:21])[NH:37][CH2:38][c:39]3[cH:40][cH:41][cH:42][cH:43][cH:44]3)([C:28]#[CH:29])[CH2:16][CH2:17]2)[c:30]2[cH:31][cH:32][c:33]([F:36])[cH:34][cH:35]2)[cH:6][cH:7]1. The reactants are C(C)C1(N(CCN(C1)C(=O)OC(C)(C)C)C(=O)OCC1=CC=CC=C1)C(=O)OC (1-Benzyl 4-tert-butyl 2-methyl 2-ethylpiperazine-1,2,4-tricarboxylate). The reagents and catalysts are [Pd] (Palladium on carbon), C(C)(=O)O (acetic acid). Solvent: CO (methanol). Conditions: time 17 hour. Product: C(C)C1(CN(CCN1)C(=O)OC(C)(C)C)C(=O)OC (1-tert-butyl 3-methyl 3-ethylpiperazine-1,3-dicarboxylate). Reaction SMILES: [CH2:1]([C:3]1([C:26]([O:28][CH3:29])=[O:27])[CH2:8][N:7]([C:9]([O:11][C:12]([CH3:15])([CH3:14])[CH3:13])=[O:10])[CH2:6][CH2:5][N:4]1C(OCC1C=CC=CC=1)=O)[CH3:2]>CO.C(O)(=O)C.[Pd]>[CH2:1]([C:3]1([C:26]([O:28][CH3:29])=[O:27])[NH:4][CH2:5][CH2:6][N:7]([C:9]([O:11][C:12]([CH3:15])([CH3:13])[CH3:14])=[O:10])[CH2:8]1)[CH3:2]. Procedure: 1-Benzyl 4-tert-butyl 2-methyl 2-ethylpiperazine-1,2,4-tricarboxylate (1.1 g, 2.7 mmol) was dissolved in 10 mL of methanol and glacial acetic acid (2 drops) was added. Palladium on carbon (5%, 410 mg) was added, and the reaction mixture was stirred under a H2 atmosphere for 17 h at rt. The mixture was filtered through diatomaceous earth and the filter cake washed with MeOH. The combined filtrates were concentrated under reduced pressure to give 1-tert-butyl 3-methyl 3-ethylpiperazine-1,3-dicarbo... Reactants: CS(=O)(=O)OCCCC1=CC=C(C=C1)OCC=1N=C(OC1)\C=C\C1=CC=CC=C1 (3-[4-[2-[(E)-2-phenylethenyl]-4-oxazolylmethoxy]phenyl]propyl methanesulfonate), N1N=NN=C1 (tetrazole). Yields the product C1(=CC=CC=C1)/C=C/C=1OC=C(N1)COC1=CC=C(C=C1)CCCN1N=CN=N1 (2-[3-[4-[2-[(E)-2-phenylethenyl]-4-oxazolylmethoxy]phenyl]propyl]-2H-tetrazole). Isolated yield 41.0%. Reaction SMILES: CS(O[CH2:6][CH2:7][CH2:8][C:9]1[CH:14]=[CH:13][C:12]([O:15][CH2:16][C:17]2[N:18]=[C:19](/[CH:22]=[CH:23]/[C:24]3[CH:29]=[CH:28][CH:27]=[CH:26][CH:25]=3)[O:20][CH:21]=2)=[CH:11][CH:10]=1)(=O)=O.[NH:30]1[CH:34]=[N:33][N:32]=[N:31]1>>[C:24]1(/[CH:23]=[CH:22]/[C:19]2[O:20][CH:21]=[C:17]([CH2:16][O:15][C:12]3[CH:13]=[CH:14][C:9]([CH2:8][CH2:7][CH2:6][N:31]4[N:32]=[N:33][CH:34]=[N:30]4)=[CH:10][CH:11]=3)[N:18]=2)[CH:29]=[CH:28][CH:27]=[CH:26][CH:25]=1. Reported procedure: In substantially the same manner as in Working Example 33, 3-[4-[2-[(E)-2-phenylethenyl]-4-oxazolylmethoxy]phenyl]propyl methanesulfonate was allowed to react with tetrazole, and the reaction mixture was subjected to extraction. The extract was subjected to a silica gel column chromatography. From the fraction eluted with ethyl acetate-hexane (1:1, v/v), 2-[3-[4-[2-[(E)-2-phenylethenyl]-4-oxazolylmethoxy]phenyl]propyl]-2H-tetrazole was obtained. The yield was 41%. Recrystallization from ethyl ac... Reactants: C(CCCCCCCCCCCCCCCCC)O (octadecanol), C(C)(=O)OCC (ethyl acetate), Cl (hydrochloric acid), [Sn](Cl)(Cl)(Cl)Cl (tin chloride), C1(C=CC(C2=CC=CC=C12)=O)=O (1,4-naphthoquinone). Run at temperature 60 celsius, time 30 minute. Product: C(C)(=O)OC1=CC=C(C2=CC=CC=C12)OCCCCCCCCCCCCCCCCCC (1-acetyloxy-4-octadecyloxynaphthalene). Isolated yield 52.0%. RXN SMILES: [CH2:1]([OH:19])[CH2:2][CH2:3][CH2:4][CH2:5][CH2:6][CH2:7][CH2:8][CH2:9][CH2:10][CH2:11][CH2:12][CH2:13][CH2:14][CH2:15][CH2:16][CH2:17][CH3:18].Cl.[Sn](Cl)(Cl)(Cl)Cl.[C:26]1(=O)[C:35]2[C:30](=[CH:31][CH:32]=[CH:33][CH:34]=2)[C:29](=[O:36])[CH:28]=[CH:27]1.[C:38](OCC)(=[O:40])[CH3:39]>>[C:38]([O:36][C:29]1[C:30]2[C:35](=[CH:34][CH:33]=[CH:32][CH:31]=2)[C:26]([O:19][CH2:1][CH2:2][CH2:3][CH2:4][CH2:5][CH2:6][CH2:7][CH2:8][CH2:9][CH2:10][CH2:11][CH2:12][CH2:13][CH2:14][CH2:15][CH2:16][CH2:17][CH3:18])=[CH:27][CH:28]=1)(=[O:40])[CH3:39]. Procedure: An amount of 250 ml of octadecanol was dissolved by heating to 60° C. and 8.0 g of hydrochloric acid gas was blown thereinto little by little. Next, 44.5 g of anhydrous tin chloride and 25.0 g of 1,4-naphthoquinone were added, and the mixture was heated on a water bath of 75° C. for 2 hours. After the reaction, the product was poured into 1,000 ml of ethyl acetate, the insolubles were filtered off, and the ethyl acetate layer was washed with water. After evaporation of ethyl acetate under reduce...